This data is from the Open Reaction Database (ORD), a public repository of structured organic reaction records. The task is: describe an organic reaction: reactants, conditions, products, and yield Reactants: OCCN1CCN(CC1)C1=CC=C(C=C1)CN (4-[4-(2-Hydroxyethyl)piperazin-1-yl]phenylmethylamine), ClC1=CC=C(C=C1)C(C(C(=O)OC(C)(C)C)=NO)=O (tert-butyl 3-(4-chlorophenyl)-2-hydroxyimino-3-oxopropionate). Run in N1=CC=CC=C1 (pyridine). The product is ClC1=CC=C(C=C1)C1=C(N=C(N1)C1=CC=C(C=C1)N1CCN(CC1)CCO)C(=O)OC(C)(C)C (tert-butyl 5-(4-chlorophenyl)-2-{4-[4-(2-hydroxyethyl)piperazin-1-yl]phenyl}imidazole-4-carboxylate). As a reaction SMILES: [OH:1][CH2:2][CH2:3][N:4]1[CH2:9][CH2:8][N:7]([C:10]2[CH:15]=[CH:14][C:13]([CH2:16][NH2:17])=[CH:12][CH:11]=2)[CH2:6][CH2:5]1.[Cl:18][C:19]1[CH:24]=[CH:23][C:22]([C:25](=O)[C:26](=[N:34]O)[C:27]([O:29][C:30]([CH3:33])([CH3:32])[CH3:31])=[O:28])=[CH:21][CH:20]=1>N1C=CC=CC=1>[Cl:18][C:19]1[CH:24]=[CH:23][C:22]([C:25]2[NH:17][C:16]([C:13]3[CH:12]=[CH:11][C:10]([N:7]4[CH2:6][CH2:5][N:4]([CH2:3][CH2:2][OH:1])[CH2:9][CH2:8]4)=[CH:15][CH:14]=3)=[N:34][C:26]=2[C:27]([O:29][C:30]([CH3:33])([CH3:32])[CH3:31])=[O:28])=[CH:21][CH:20]=1. Procedure details: 4-[4-(2-Hydroxyethyl)piperazin-1-yl]phenylmethylamine and tert-butyl 3-(4-chlorophenyl)-2-hydroxyimino-3-oxopropionate are dissolved in pyridine, and the solution is treated in the same manner as in Starting Material Synthetic Example 170 to give the objective tert-butyl 5-(4-chlorophenyl)-2-{4-[4-(2-hydroxyethyl)piperazin-1-yl]phenyl}imidazole-4-carboxylate. Reactants: O=C1CCC(=O)N1Br, ClC(Cl)(Cl)Cl, Cc1cccc(C(F)C(C)(C)F)c1, CC(C)(C#N)N=NC(C)(C)C#N. The product is CC(C)(F)C(F)c1cccc(CBr)c1. As a reaction SMILES: [Br:14][N:15]1[C:16](=[O:17])[CH2:18][CH2:19][C:20]1=[O:21].[C:34]([Cl:35])([Cl:36])([Cl:37])[Cl:38].[F:1][CH:2]([C:3]([CH3:4])([CH3:5])[F:6])[c:7]1[cH:8][c:9]([CH3:13])[cH:10][cH:11][cH:12]1.[N:22]([C:23]([CH3:24])([CH3:25])[C:26]#[N:27])=[N:28][C:29]([CH3:30])([CH3:31])[C:32]#[N:33]>>[F:1][CH:2]([C:3]([CH3:4])([CH3:5])[F:6])[c:7]1[cH:8][c:9]([CH2:13][Br:14])[cH:10][cH:11][cH:12]1. Reactants: ClC1=C(C(=O)O)C=CC(=C1)Cl (2,4-dichlorobenzoic acid), C1(=CC=CC=C1)C(CN)C=1C=NC(=CC1)C(F)(F)F (2-phenyl-2-(6-(trifluoromethyl)pyridin-3-yl)ethanamine). The product is ClC1=C(C(=O)NCC(C=2C=NC(=CC2)C(F)(F)F)C2=CC=CC=C2)C=CC(=C1)Cl (2,4-dichloro-N-(2-phenyl-2-(6-(trifluoromethyl)pyridin-3-yl)ethyl)benzamide). As a reaction SMILES: [Cl:1][C:2]1[CH:10]=[C:9]([Cl:11])[CH:8]=[CH:7][C:3]=1[C:4]([OH:6])=O.[C:12]1([CH:18]([C:21]2[CH:22]=[N:23][C:24]([C:27]([F:30])([F:29])[F:28])=[CH:25][CH:26]=2)[CH2:19][NH2:20])[CH:17]=[CH:16][CH:15]=[CH:14][CH:13]=1>>[Cl:1][C:2]1[CH:10]=[C:9]([Cl:11])[CH:8]=[CH:7][C:3]=1[C:4]([NH:20][CH2:19][CH:18]([C:12]1[CH:13]=[CH:14][CH:15]=[CH:16][CH:17]=1)[C:21]1[CH:22]=[N:23][C:24]([C:27]([F:30])([F:28])[F:29])=[CH:25][CH:26]=1)=[O:6]. Procedure: From 2,4-dichlorobenzoic acid and 2-phenyl-2-(6-(trifluoromethyl)pyridin-3-yl)ethanamine. LCMS (MH+): m/z=439.0, tR (minutes, Method E)=0.81 Starting materials: N[C@@H](C)C=1N(C2=C(N1)C=CC(=C2C(=O)N2CCOCC2)F)C2CC2 ([2-((S)-1-aminoethyl)-3-cyclopropyl-5-fluoro-3H-benzoimidazol-4-yl]-morpholin-4-yl-methanone), NC1=NC=NC(=C1C#N)Cl (4-amino-6-chloropyrimidine-5-carbonitrile), CCN(C(C)C)C(C)C (DIPEA). Run in CC(C)O (IPA), CO (MeOH). Run at temperature 90 celsius. Product: NC1=NC=NC(=C1C#N)N[C@@H](C)C1=NC2=C(N1C1CC1)C(=C(C=C2)F)C(=O)N2CCOCC2 (4-amino-6-[[(1S)-1-[1-cyclopropyl-6-fluoro-7-(morpholine-4-carbonyl)benzimidazol-2-yl]ethyl]amino]pyrimidine-5-carbonitrile). Isolated yield 41.6%. As a reaction SMILES: [NH2:1][C@H:2]([C:4]1[N:5]([CH:22]2[CH2:24][CH2:23]2)[C:6]2[C:12]([C:13]([N:15]3[CH2:20][CH2:19][O:18][CH2:17][CH2:16]3)=[O:14])=[C:11]([F:21])[CH:10]=[CH:9][C:7]=2[N:8]=1)[CH3:3].[NH2:25][C:26]1[C:31]([C:32]#[N:33])=[C:30](Cl)[N:29]=[CH:28][N:27]=1.CCN(C(C)C)C(C)C>CC(O)C.CO>[NH2:25][C:26]1[C:31]([C:32]#[N:33])=[C:30]([NH:1][C@H:2]([C:4]2[N:5]([CH:22]3[CH2:23][CH2:24]3)[C:6]3[C:12]([C:13]([N:15]4[CH2:16][CH2:17][O:18][CH2:19][CH2:20]4)=[O:14])=[C:11]([F:21])[CH:10]=[CH:9][C:7]=3[N:8]=2)[CH3:3])[N:29]=[CH:28][N:27]=1. Procedure: A mixture of [2-((S)-1-aminoethyl)-3-cyclopropyl-5-fluoro-3H-benzoimidazol-4-yl]-morpholin-4-yl-methanone (106 mg, 0.32 mmol), 4-amino-6-chloropyrimidine-5-carbonitrile (54 mg, 0.35 mmol) and DIPEA (170 μL, 0.98 mmol) in IPA (1 mL) was heated at 90° C. in a sealed vial for 17 h. After cooling to RT, the reaction mixture was diluted with MeOH and loaded onto an Isolute® SCX-2 cartridge. The cartridge was washed with MeOH followed by 2M NH3/MeOH. The basic fractions were combined, concentrated in ... The reactants are C(C)(=O)[O-].[K+] (Potassium acetate), [B].[B].OC(C)(C)C(C)(C)O (pinacol diboron), COC1=CC=C(CN2C(C=CC3=CC(=CC=C23)Br)=O)C=C1 (1-(4-methoxybenzyl)-6-bromoquinolin-2(1H)-one). The reagents and catalysts are C1=CC=C(C=C1)P([C-]2C=CC=C2)C3=CC=CC=C3.C1=CC=C(C=C1)P([C-]2C=CC=C2)C3=CC=CC=C3.Cl[Pd]Cl.[Fe+2] (PdCl2(dppf)). Run in CN(C)C=O (DMF). Run at temperature 80 celsius. Yields the product COC1=CC=C(CN2C(C=CC3=CC(=CC=C23)B2OC(C(O2)(C)C)(C)C)=O)C=C1 (1-(4-methoxybenzyl)-6-(4,4,5,5-tetramethyl-1,3,2-dioxaborolan-2-yl)quinolin-2(1H)-one). The yield is 647.5%. RXN SMILES: C([O-])(=O)C.[K+].[B:6].[B].[OH:8][C:9]([C:12]([OH:15])([CH3:14])[CH3:13])([CH3:11])[CH3:10].[CH3:16][O:17][C:18]1[CH:36]=[CH:35][C:21]([CH2:22][N:23]2[C:32]3[C:27](=[CH:28][C:29](Br)=[CH:30][CH:31]=3)[CH:26]=[CH:25][C:24]2=[O:34])=[CH:20][CH:19]=1>CN(C=O)C.C1C=CC(P(C2C=CC=CC=2)[C-]2C=CC=C2)=CC=1.C1C=CC(P(C2C=CC=CC=2)[C-]2C=CC=C2)=CC=1.Cl[Pd]Cl.[Fe+2]>[CH3:16][O:17][C:18]1[CH:36]=[CH:35][C:21]([CH2:22][N:23]2[C:32]3[C:27](=[CH:28][C:29]([B:6]4[O:15][C:12]([CH3:14])([CH3:13])[C:9]([CH3:11])([CH3:10])[O:8]4)=[CH:30][CH:31]=3)[CH:26]=[CH:25][C:24]2=[O:34])=[CH:20][CH:19]=1 |f:0.1,2.3.4,7.8.9.10|. Reported procedure: Potassium acetate (54.3 g, 44 mmol), pinacol diboron (5.5 g, 22 mmol) and PdCl2(dppf) (0.60 mg, 0.73 mmol) were added sequentially to a solution 1-(4-methoxybenzyl)-6-bromoquinolin-2(1H)-one (5.0 g, 15 mmol) in DMF (70 mL). After flushing with N2, the reaction vessel was sealed and heated at 80° C. for 14 h and then partitioned between H2O and EtOAc. The combined organic extracts were washed with brine, dried (MgSO4) concentrated and purified via column chromatography to yield 1-(4-methoxybenzyl... The reactants are BrC1=C(C=C(C=C1)C(F)(F)F)C(C)=O (1-(2-bromo-5-trifluoromethyl-phenyl)-ethanone), COC(CC1=CC(=C(C=C1)OC)B1OC(C(O1)(C)C)(C)C)=O ([4-methoxy-3-(4,4,5,5-tetramethyl-[1,3,2]dioxaborolan-2-yl)-phenyl]-acetic acid methyl ester). Product: COC(CC=1C=C(C(=CC1)OC)C1=C(C=C(C=C1)C(F)(F)F)C(C)=O)=O ((2′-Acetyl-6-methoxy-4′-trifluoromethyl-biphenyl-3-yl)acetic acid methyl ester). RXN SMILES: Br[C:2]1[CH:7]=[CH:6][C:5]([C:8]([F:11])([F:10])[F:9])=[CH:4][C:3]=1[C:12](=[O:14])[CH3:13].[CH3:15][O:16][C:17](=[O:36])[CH2:18][C:19]1[CH:24]=[CH:23][C:22]([O:25][CH3:26])=[C:21](B2OC(C)(C)C(C)(C)O2)[CH:20]=1>>[CH3:15][O:16][C:17](=[O:36])[CH2:18][C:19]1[CH:20]=[C:21]([C:2]2[CH:7]=[CH:6][C:5]([C:8]([F:11])([F:10])[F:9])=[CH:4][C:3]=2[C:12](=[O:14])[CH3:13])[C:22]([O:25][CH3:26])=[CH:23][CH:24]=1. Procedure: Prepared according to the procedure described in Example 1, Step 4, using the following starting materials: 1-(2-bromo-5-trifluoromethyl-phenyl)-ethanone and [4-methoxy-3-(4,4,5,5-tetramethyl-[1,3,2]dioxaborolan-2-yl)-phenyl]-acetic acid methyl ester.